The task is: describe an organic reaction: reactants, conditions, products, and yield. This data is from the Open Reaction Database (ORD), a public repository of structured organic reaction records. Starting materials: C1(CCCC1)N1CCN(CC1)C(=O)C=1C=C2C=C(NC2=CC1)C(=O)O (5-(4-cyclopentyl-piperazine-1-carbonyl)-1H-indole-2-carboxylic acid), Cl (hydrochloride), F[B-](F)(F)F.N1(N=NC2=C1C=CC=C2)OC(=[N+](C)C)N(C)C (O-(benzotriazol-1-yl)-N,N,N′,N′-tetramethyluronium tetrafluoroborate), N1CCCCCC1 (azepane), C(C)(C)N(C(C)C)CC (N,N-diisopropylethylamine). Run in CN(C=O)C (N,N-dimethylformamide). The product is N1(CCCCCC1)C(=O)C=1NC2=CC=C(C=C2C1)C(=O)N1CCN(CC1)C1CCCC1 (Azepan-1-yl-[5-(4-cyclopentyl-piperazine-1-carbonyl)-1H-indol-2-yl]-methanone). As a reaction SMILES: [CH:1]1([N:6]2[CH2:11][CH2:10][N:9]([C:12]([C:14]3[CH:15]=[C:16]4[C:20](=[CH:21][CH:22]=3)[NH:19][C:18]([C:23](O)=[O:24])=[CH:17]4)=[O:13])[CH2:8][CH2:7]2)[CH2:5][CH2:4][CH2:3][CH2:2]1.Cl.F[B-](F)(F)F.[N:32]1(OC(N(C)C)=[N+](C)C)[C:36]2[CH:37]=[CH:38][CH:39]=[CH:40][C:35]=2N=N1.N1CCCCCC1.C(N(CC)C(C)C)(C)C>CN(C)C=O>[N:32]1([C:23]([C:18]2[NH:19][C:20]3[C:16]([CH:17]=2)=[CH:15][C:14]([C:12]([N:9]2[CH2:10][CH2:11][N:6]([CH:1]4[CH2:2][CH2:3][CH2:4][CH2:5]4)[CH2:7][CH2:8]2)=[O:13])=[CH:22][CH:21]=3)=[O:24])[CH2:37][CH2:38][CH2:39][CH2:40][CH2:35][CH2:36]1 |f:2.3|. Procedure: The title compound was synthesized in analogy to example 1, from 5-(4-cyclopentyl-piperazine-1-carbonyl)-1H-indole-2-carboxylic acid 1:1 hydrochloride, O-(benzotriazol-1-yl)-N,N,N′,N′-tetramethyluronium tetrafluoroborate (commercially available), azepane (commercially available) and N,N-diisopropylethylamine in N,N-dimethylformamide to give the desired product after purification by preparative HPLC on reversed phase eluting with a gradient formed from acetonitrile/water/formic acid.